Dataset: the Open Reaction Database (ORD), a public repository of structured organic reaction records. Task: describe an organic reaction: reactants, conditions, products, and yield Yields the product C(=C)C1C(C1)(C(=O)OC)C(=O)OC (dimethyl 2-vinylcyclopropane-1,1-dicarboxylate). Conditions: temperature 60 celsius, time 4 hour. Reported procedure: To a solution of 36.6 g (1.6 g-atom) of sodium in 500 ml of anhydrous ethanol was added 105.5 g (0.80 mol) of dimethyl malonate. After several minutes, while maintaining the temperature at 60° C., 250 ml anhydrous methanol was added to solubilize the precipated sodium malonate salt. The freshly prepared disodiomalonate methanol solution was added to 100.0 g (0.80 mol) trans 1,4-dichlorobutene-2 heated to 60°-70° C. at a rate to allow a gentle reflux in the condenser. When the addition was comple... The reactants are CO.[Na]C(C(=O)O)(C(=O)O)[Na] (disodiomalonate methanol), C(/C=C/CCl)Cl (trans 1,4-dichlorobutene-2), [Na] (sodium), C(CC(=O)OC)(=O)OC (dimethyl malonate), C(CC(=O)[O-])(=O)[O-].[Na+].[Na+] (sodium malonate salt). Isolated yield 55.6%. As a reaction SMILES: [Na].[C:2]([O:9][CH3:10])(=[O:8])[CH2:3][C:4]([O:6][CH3:7])=[O:5].C([O-])(=O)CC([O-])=O.[Na+].[Na+].CO.[Na]C([Na])(C(O)=O)C(O)=O.[CH2:31](Cl)/[CH:32]=[CH:33]/[CH2:34]Cl>C(O)C.CO>[CH:32]([CH:33]1[CH2:34][C:3]1([C:2]([O:9][CH3:10])=[O:8])[C:4]([O:6][CH3:7])=[O:5])=[CH2:31] |f:2.3.4,5.6,^1:0|. Solvent: CO (methanol), C(C)O (ethanol). Starting materials: ice water, S(O)(O)(=O)=O (sulfuric acid), C=O (formalin), C(C1=CC=CC=C1)(=O)C1=CC=C(C=C1)CCNC(C)=O (N-[2-(4-Benzoylphenyl)ethyl]acetamide). The solvent is C(C)(=O)O (acetic acid). Reaction conditions: time 2 day. Yields the product C(C)(=O)N1CC2=CC(=CC=C2CC1)C(=O)C1=CC=CC=C1 ((2-Acetyl-1,2,3,4-tetrahydroisoquinolin-7-yl)-(phenyl)methanone). Isolated yield 34.8%. RXN SMILES: [C:1]([C:9]1[CH:14]=[CH:13][C:12]([CH2:15][CH2:16][NH:17][C:18](=[O:20])[CH3:19])=[CH:11][CH:10]=1)(=[O:8])[C:2]1[CH:7]=[CH:6][CH:5]=[CH:4][CH:3]=1.S(=O)(=O)(O)O.[CH2:26]=O>C(O)(=O)C>[C:18]([N:17]1[CH2:16][CH2:15][C:12]2[C:11](=[CH:10][C:9]([C:1]([C:2]3[CH:3]=[CH:4][CH:5]=[CH:6][CH:7]=3)=[O:8])=[CH:14][CH:13]=2)[CH2:26]1)(=[O:20])[CH3:19]. Reported procedure: N-[2-(4-Benzoylphenyl)ethyl]acetamide (16.46 mmol, 4.40 g) was introduced into glacial acetic acid (20 ml). Concentrated sulfuric acid (25 ml) and then formalin (49.29 mmol, 4.00 g) were slowly added thereto at 30° C. The mixture was stirred for 2 days and poured into ice-water, and the aqueous phase was extracted with ethyl acetate. The organic phase was washed with aqueous sodium carbonate solution, dried and concentrated. The residue was stirred with diethyl ether and the solid resulting ther... Run at time 2 hour. Solvent: O1CCCC1 (tetrahydrofuran). Yield: 91.8%. Yields the product CC1=C(N=C(O1)C1=CC=CC=C1)COC1=CC=C(CN2N=CC(=C2)CO)C=C1 ([1-[4-(5-methyl-2-phenyl-4-oxazolylmethoxy)benzyl]-1H-pyrazol-4-yl]methanol). As a reaction SMILES: [H-].[Al+3].[Li+].[H-].[H-].[H-].[CH3:7][C:8]1[O:12][C:11]([C:13]2[CH:18]=[CH:17][CH:16]=[CH:15][CH:14]=2)=[N:10][C:9]=1[CH2:19][O:20][C:21]1[CH:37]=[CH:36][C:24]([CH2:25][N:26]2[CH:30]=[C:29]([C:31](OCC)=[O:32])[CH:28]=[N:27]2)=[CH:23][CH:22]=1.C(OCC)C.[OH-].[Na+]>O1CCCC1>[CH3:7][C:8]1[O:12][C:11]([C:13]2[CH:14]=[CH:15][CH:16]=[CH:17][CH:18]=2)=[N:10][C:9]=1[CH2:19][O:20][C:21]1[CH:37]=[CH:36][C:24]([CH2:25][N:26]2[CH:30]=[C:29]([CH2:31][OH:32])[CH:28]=[N:27]2)=[CH:23][CH:22]=1 |f:0.1.2.3.4.5,8.9|. Starting materials: [OH-].[Na+] (sodium hydroxide), [H-].[Al+3].[Li+].[H-].[H-].[H-] (Lithium aluminium hydride), CC1=C(N=C(O1)C1=CC=CC=C1)COC1=CC=C(CN2N=CC(=C2)C(=O)OCC)C=C1 (ethyl 1-[4-(5-methyl-2-phenyl-4-oxazolylmethoxy)benzyl]-1H-pyrazole-4-carboxylate), C(C)OCC (diethyl ether). Reported procedure: Lithium aluminium hydride (323 mg) was added to a mixture of ethyl 1-[4-(5-methyl-2-phenyl-4-oxazolylmethoxy)benzyl]-1H-pyrazole-4-carboxylate (3.55 g), diethyl ether (25 ml), and tetrahydrofuran (25 ml) at 0° C., and the mixture was stirred at room temperature for 2 hours. The reaction mixture was poured into a 1N aqueous sodium hydroxide solution, which was extracted with diethyl ether. The diethyl ether layer was washed with water and then with saturated aqueous sodium chloride solution, drie... The solvent is COCCOC (1,2-dimethoxyethane). Product: ClC1=C(C(=O)Cl)C=CC(=C1)OC[C@H]1OC2=C(N(C1)C)C=CC=C2 (2-chloro-4-(((2S)-4-methyl-3,4-dihydro-2H-1,4-benzoxazin-2-yl)methoxy)benzoylchloride). The reagents and catalysts are CN(C=O)C (N,N-dimethylformamide). Reactants: C(C(=O)Cl)(=O)Cl (oxalylchloride), ClC1=C(C(=O)O)C=CC(=C1)OC[C@H]1OC2=C(N(C1)C)C=CC=C2 (2-chloro-4-(((2S)-4-methyl-3,4-dihydro-2H-1,4-benzoxazin-2-yl)methoxy)benzoic acid), OC1=CC(=C(C(=O)OC)C=C1)Cl (methyl 4-hydroxy-2-chlorobenzoate). Reaction SMILES: C(Cl)(=O)C([Cl:4])=O.[Cl:7][C:8]1[CH:16]=[C:15]([O:17][CH2:18][C@@H:19]2[CH2:24][N:23]([CH3:25])[C:22]3[CH:26]=[CH:27][CH:28]=[CH:29][C:21]=3[O:20]2)[CH:14]=[CH:13][C:9]=1[C:10](O)=[O:11].OC1C=CC(C(OC)=O)=C(Cl)C=1>CN(C)C=O.COCCOC>[Cl:7][C:8]1[CH:16]=[C:15]([O:17][CH2:18][C@@H:19]2[CH2:24][N:23]([CH3:25])[C:22]3[CH:26]=[CH:27][CH:28]=[CH:29][C:21]=3[O:20]2)[CH:14]=[CH:13][C:9]=1[C:10]([Cl:4])=[O:11]. Reported procedure: Under argon atmosphere, oxalylchloride (0.3 mL) and N,N-dimethylformamide (1 drop) were added to a solution (4.5 mL) of 2-chloro-4-(((2S)-4-methyl-3,4-dihydro-2H-1,4-benzoxazin-2-yl)methoxy)benzoic acid (488 mg: the compound produced by the same procedures as a series of Example 8→Example 9→Example 10 using methyl 4-hydroxy-2-chlorobenzoate instead of the compound produced in Example 3.) in 1,2-dimethoxyethane, which was stirred for 1 hour at 40° C. The title compound was obtained by concentrati... Run at time 8 hour. Procedure details: A mixture of 30 parts of 4-hydroxy-2-mercapto-6-methyl-5-pyrimidineethanol, 6.8 parts of sodium hydroxide, 15 parts of sodium hydrogen carbonate and 100 parts of 2-propanone was stirred at room temperature and there were added 180 parts of tetrahydrofuran and 170 parts of water. Then there were added at once 25 parts of 3-chloro-2-butanone and 0.2 parts of N,N,N-triethylbenzenemethanaminium chloride and the whole was stirred and heated for 1 hour at 60° C. Stirring was continued overnight at roo... The reagents and catalysts are [Cl-].C(C)[N+](CC1=CC=CC=C1)(CC)CC (N,N,N-triethylbenzenemethanaminium chloride). Run in CC(C)=O (2-propanone), O (water), O1CCCC1 (tetrahydrofuran). The reactants are 30, OC1=NC(=NC(=C1CCO)C)S (4-hydroxy-2-mercapto-6-methyl-5-pyrimidineethanol), [OH-].[Na+] (sodium hydroxide), C(O)([O-])=O.[Na+] (sodium hydrogen carbonate), ClC(C(C)=O)C (3-chloro-2-butanone). As a reaction SMILES: [OH:1][C:2]1[C:7]([CH2:8][CH2:9][OH:10])=[C:6]([CH3:11])[N:5]=[C:4]([SH:12])[N:3]=1.[OH-].[Na+].C(=O)([O-])O.[Na+].Cl[CH:21]([CH3:25])[C:22](=[O:24])[CH3:23]>[Cl-].C([N+](CC)(CC)CC1C=CC=CC=1)C.O.O1CCCC1.CC(=O)C>[OH:10][CH2:9][CH2:8][C:7]1[C:2](=[O:1])[NH:3][C:4]([S:12][CH:21]([CH3:25])[C:22](=[O:24])[CH3:23])=[N:5][C:6]=1[CH3:11] |f:1.2,3.4,6.7|. Product: OCCC=1C(NC(=NC1C)SC(C(C)=O)C)=O (5-(2-hydroxyethyl)-6-methyl-2-[(1-methyl-2-oxopropyl)thio]-4(3H)-pyrimidinone), intermediate 6. Reactants: [BH4-], O=C(CBr)C1COc2ccccc2O1, CO, [Na+], [Na+], [OH-]. Product: c1ccc2c(c1)OCC(C1CO1)O2. RXN SMILES: [BH4-:15].[Br:1][CH2:2][C:3](=[O:4])[CH:5]1[CH2:6][O:7][c:8]2[c:9]([cH:11][cH:12][cH:13][cH:14]2)[O:10]1.[CH3:19][OH:20].[Na+:16].[Na+:18].[OH-:17]>>[CH2:2]1[CH:3]([CH:5]2[CH2:6][O:7][c:8]3[c:9]([cH:11][cH:12][cH:13][cH:14]3)[O:10]2)[O:4]1.